This data is from the Open Reaction Database (ORD), a public repository of structured organic reaction records. The task is: describe an organic reaction: reactants, conditions, products, and yield Starting materials: [Br-], CC(C)(C)OC(=O)N1CCC(N2Cc3cc(Br)ccc3NC2=O)CC1, CN1CCNCC1, CC(C)(C)[O-], Cc1ccccc1, [K+], [Na+], [Na+], [OH-], Cc1ccccc1P(c1ccccc1C)c1ccccc1C. Yields the product CN1CCN(c2ccc3c(c2)CN(C2CCN(C(=O)OC(C)(C)C)CC2)C(=O)N3)CC1. As a reaction SMILES: [Br-:63].[Br:1][c:2]1[cH:3][c:4]2[c:9]([cH:10][cH:11]1)[NH:8][C:7](=[O:12])[N:6]([CH:13]1[CH2:14][CH2:15][N:16]([C:19](=[O:20])[O:21][C:22]([CH3:23])([CH3:24])[CH3:25])[CH2:17][CH2:18]1)[CH2:5]2.[CH3:26][N:27]1[CH2:28][CH2:29][NH:30][CH2:31][CH2:32]1.[CH3:33][C:34]([CH3:35])([O-:36])[CH3:37].[CH3:65][c:66]1[cH:67][cH:68][cH:69][cH:70][cH:71]1.[K+:64].[Na+:38].[Na+:62].[OH-:61].[c:39]1([CH3:40])[cH:41][cH:42][cH:43][cH:44][c:45]1[P:46]([c:47]1[cH:48][cH:49][cH:50][cH:51][c:52]1[CH3:53])[c:54]1[cH:55][cH:56][cH:57][cH:58][c:59]1[CH3:60]>>[c:2]1([N:30]2[CH2:29][CH2:28][N:27]([CH3:26])[CH2:32][CH2:31]2)[cH:3][c:4]2[c:9]([cH:10][cH:11]1)[NH:8][C:7](=[O:12])[N:6]([CH:13]1[CH2:14][CH2:15][N:16]([C:19](=[O:20])[O:21][C:22]([CH3:23])([CH3:24])[CH3:25])[CH2:17][CH2:18]1)[CH2:5]2. Reactants: CN=C=S (CH3NCS), CCOCC (Ether), NC1=C(NCCO)C=CC=C1 (2-(2-aminoanilino)ethanol), CI (CH3I). Run in CO (MeOH), CO (MeOH). Run at temperature 0 celsius. The product is OCCN1C(=NC2=C1C=CC=C2)NC (1-(2-Hydroxyethyl)-2-methylamino-1H-benzimidazole). The yield is 21.4%. RXN SMILES: [NH2:1][C:2]1[CH:11]=[CH:10][CH:9]=[CH:8][C:3]=1[NH:4][CH2:5][CH2:6][OH:7].[CH3:12][N:13]=[C:14]=S.CI.CCOCC>CO>[OH:7][CH2:6][CH2:5][N:4]1[C:3]2[CH:8]=[CH:9][CH:10]=[CH:11][C:2]=2[N:1]=[C:12]1[NH:13][CH3:14]. Reported procedure: According to the procedure of B. Agai, et al., Tetrahedron, 32, 839, (1976), to a cooled (0° C.), stirred suspension of 2-(2-aminoanilino)ethanol (30.4 g, 0.200 mol) in MeOH (100 mL) was added a solution of CH3NCS (14.6 g, 0.200 mol) in MeOH (60 mL) dropwise. The resulting mixture was stirred at room temperature for 4 hours and then heated under reflux for 15 minutes. CH3I (28.4 g, 0.200 mol) was added and the mixture was heated under reflux for 10 minutes, cooled to room temperature and stirred... Starting materials: N[AsH](C1=CC=CC=C1)=O (aminophenylarsineoxide), BrC(C(=O)O)C (bromopropionic acid), N[AsH](C1=CC=CC=C1)=O (amino phenylarsineoxide), Cl.CCOCC (HCl ether), C1CCC(CC1)N=C=NC2CCCCC2 (DCC). The solvent is CN(C)C=O (DMF), C(C)N(CC)CC (triethylamine), ClCCl (dichloromethane). Conditions: time 8 hour. Product: BrCCC(=O)NC1=CC=C(C=C1)[AsH2]=O (4-(bromopropionamido)-phenylarsineoxide). Reaction SMILES: [Br:1][CH:2]([CH3:6])C(O)=O.C1CCC(N=[C:14]=[N:15][CH:16]2[CH2:21][CH2:20][CH2:19][CH2:18][CH2:17]2)CC1.N[AsH:23](=[O:30])C1C=CC=CC=1.Cl.CC[O:34]CC>ClCCl.CN(C=O)C.C(N(CC)CC)C>[Br:1][CH2:2][CH2:6][C:14]([NH:15][C:16]1[CH:17]=[CH:18][C:19]([AsH2:23]=[O:30])=[CH:20][CH:21]=1)=[O:34] |f:3.4|. Reported procedure: Bromopropionic acid anhydride [formed by reacting bromopropionic acid (1.66 g, 10.86 mmol) with DCC (1.12 g, 5.43 mmol) in 20 ml anhydrous dichloromethane for 15 minutes at 25° C., and filtering off the solid that precipitated] was added to a solution of aminophenylarsineoxide (1 g, 5.43 mmol, synthesized according to published protocol) in 10 ml DMF, and allowed to stir overnight. The amino phenylarsineoxide was rendered soluble by adding to it 10.86 mmol HCl/ether followed by neutralization wi... The reactants are C(#N)C=1C(=C(N(C1CC)C)C(=O)N)C1=CC=C(C=C1)C1=C(C=CC=C1)C#N (4-cyano-3-(2′-cyano-biphenyl-4-yl)-5-ethyl-1-methyl-1H-pyrrole-2 carboxylic acid amide). The solvent is COC(OC)N(C)C (dimethoxymethyl-dimethyl-amine). Reaction conditions: time 1 hour. Yields the product CN(C)C=NC(=O)C=1N(C(=C(C1C1=CC=C(C=C1)C1=C(C=CC=C1)C#N)C#N)CC)C (4-cyano-3-(2′-cyano-biphenyl-4-yl)-5-ethyl-1-methyl-1H-pyrrole-2-carboxylic acid dimethylaminomethyleneamide). Isolated yield 190.2%. Reaction SMILES: [C:1]([C:3]1[C:4]([C:14]2[CH:19]=[CH:18][C:17]([C:20]3[CH:25]=[CH:24][CH:23]=[CH:22][C:21]=3[C:26]#[N:27])=[CH:16][CH:15]=2)=[C:5]([C:11]([NH2:13])=[O:12])[N:6]([CH3:10])[C:7]=1[CH2:8][CH3:9])#[N:2]>COC(N(C)C)OC>[CH3:5][N:6]([CH:10]=[N:13][C:11]([C:5]1[N:6]([CH3:10])[C:7]([CH2:8][CH3:9])=[C:3]([C:1]#[N:2])[C:4]=1[C:14]1[CH:19]=[CH:18][C:17]([C:20]2[CH:25]=[CH:24][CH:23]=[CH:22][C:21]=2[C:26]#[N:27])=[CH:16][CH:15]=1)=[O:12])[CH3:7]. Procedure: Prepare a solution of 4-cyano-3-(2′-cyano-biphenyl-4-yl)-5-ethyl-1-methyl-1H-pyrrole-2 carboxylic acid amide (167 mg, 0.47 mmol, prepared in example Am-3) in 2.5 mL of dry dimethoxymethyl-dimethyl-amine and heat to reflux under nitrogen. After 1 hour allow 1 mL of solvent to distill out of the reaction, then cool the mixture to room temperature. Dilute the slurry with 10 mL of hexanes, filter off the resulting product and wash with 5 mL hexanes. Vacuum-dry the solid overnight to give the title c... Reactants: [N+](=O)([O-])C=1C=C(C(=O)OC)C=CC1CC(CCC)=O (methyl 3-nitro-4-(2-oxopentyl)benzoate), C(C)O (ethanol), O (water), S(=O)([O-])S(=O)[O-].[Na+].[Na+] (sodium hydrosulfite). Solvent: O1CCCC1 (tetrahydrofuran). Yields the product C(CC)C=1NC2=CC(=CC=C2C1)C(=O)OC (methyl 2-propylindole-6-carboxylate). Isolated yield 58.5%. RXN SMILES: [N+:1]([C:4]1[CH:5]=[C:6]([CH:11]=[CH:12][C:13]=1[CH2:14][C:15](=O)[CH2:16][CH2:17][CH3:18])[C:7]([O:9][CH3:10])=[O:8])([O-])=O.C(O)C.O.S(S([O-])=O)([O-])=O.[Na+].[Na+]>O1CCCC1>[CH2:16]([C:15]1[NH:1][C:4]2[C:13]([CH:14]=1)=[CH:12][CH:11]=[C:6]([C:7]([O:9][CH3:10])=[O:8])[CH:5]=2)[CH2:17][CH3:18] |f:3.4.5|. Reported procedure: To a solution of methyl 3-nitro-4-(2-oxopentyl)benzoate (114 mg) in a mixture of tetrahydrofuran (1.5 ml), ethanol (1.5 ml) and water (2.1 ml) was added sodium hydrosulfite (3.0 g), and the mixture was stirred under reflux for 30 minutes. The resulting mixture was evaporated in vacuo, and the residue was diluted with ethyl acetate. The organic phase was washed with water and brine, dried over sodium sulfate and evaporated in vacuo. The residue was purified by thin layer chromatography with a mix... The reactants are CCOC(=O)C(C)(C)Oc1ccc(OCCC2CN(Cc3ccc(C)c(C)c3)C(=O)N2)cc1, CCO, [Na+], [OH-]. Yields the product Cc1ccc(CN2CC(CCOc3ccc(OC(C)(C)C(=O)O)cc3)NC2=O)cc1C. Reaction SMILES: [CH2:1]([CH3:2])[O:3][C:4]([C:5]([CH3:6])([CH3:7])[O:8][c:9]1[cH:10][cH:11][c:12]([O:15][CH2:16][CH2:17][CH:18]2[NH:19][C:20](=[O:32])[N:21]([CH2:23][c:24]3[cH:25][c:26]([CH3:31])[c:27]([CH3:30])[cH:28][cH:29]3)[CH2:22]2)[cH:13][cH:14]1)=[O:33].[CH3:36][CH2:37][OH:38].[Na+:35].[OH-:34]>>[O:3]=[C:4]([C:5]([CH3:6])([CH3:7])[O:8][c:9]1[cH:10][cH:11][c:12]([O:15][CH2:16][CH2:17][CH:18]2[NH:19][C:20](=[O:32])[N:21]([CH2:23][c:24]3[cH:25][c:26]([CH3:31])[c:27]([CH3:30])[cH:28][cH:29]3)[CH2:22]2)[cH:13][cH:14]1)[OH:33]. The reactants are ClCCCl, CN1CCOCC1, Cc1[nH]c(C(=O)O)cc1Cl, ClCCl, Cl, CCOC(=O)N1CCC(N)C(OCC)C1, On1nnc2ccccc21. Yields the product CCOC(=O)N1CCC(NC(=O)c2cc(Cl)c(C)[nH]2)C(OCC)C1. RXN SMILES: [CH2:43]([Cl:44])[CH2:45][Cl:46].[CH3:36][N:37]1[CH2:38][CH2:39][O:40][CH2:41][CH2:42]1.[Cl:1][c:2]1[cH:3][c:4]([C:8](=[O:9])[OH:10])[nH:5][c:6]1[CH3:7].[Cl:48][CH2:49][Cl:50].[ClH:47].[NH2:11][CH:12]1[CH:13]([O:23][CH2:24][CH3:25])[CH2:14][N:15]([C:18](=[O:19])[O:20][CH2:21][CH3:22])[CH2:16][CH2:17]1.[OH:26][n:27]1[c:28]2[c:29]([cH:30][cH:31][cH:32][cH:33]2)[n:34][n:35]1>>[Cl:1][c:2]1[cH:3][c:4]([C:8](=[O:10])[NH:11][CH:12]2[CH:13]([O:23][CH2:24][CH3:25])[CH2:14][N:15]([C:18](=[O:19])[O:20][CH2:21][CH3:22])[CH2:16][CH2:17]2)[nH:5][c:6]1[CH3:7]. Reactants: Cl[O-].[Na+] (sodium hypochlorite), OC=1C=C(C(=O)O)C=CC1 (3-hydroxybenzoic acid), [OH-].[Na+] (sodium hydroxide), [I-].[Na+] (sodium iodide), S(=S)(=O)([O-])[O-].[Na+].[Na+] (sodium thiosulphate). Solvent: CO (methanol). Run at temperature 0 celsius, time 2 hour. The product is OC=1C=C(C(=O)O)C=CC1I (3-Hydroxy-4-iodobenzoic acid). As a reaction SMILES: [OH:1][C:2]1[CH:3]=[C:4]([CH:8]=[CH:9][CH:10]=1)[C:5]([OH:7])=[O:6].[OH-].[Na+].[I-:13].[Na+].Cl[O-].[Na+].S([O-])([O-])(=O)=S.[Na+].[Na+]>CO>[OH:1][C:2]1[CH:3]=[C:4]([CH:8]=[CH:9][C:10]=1[I:13])[C:5]([OH:7])=[O:6] |f:1.2,3.4,5.6,7.8.9|. Procedure: 25.00 g (180.0 mmol) of 3-hydroxybenzoic acid, 7.20 g (180.0 mmol) of sodium hydroxide pellets, 27.13 g (180.0 mmol) of sodium iodide and 500 ml of methanol are introduced into a one-litre three-necked flask under a stream of nitrogen. The mixture is cooled to 0° C. and 374.30 g (180.0 mmol) of an aqueous sodium hypochlorite solution are added dropwise over one hour and fifty minutes. The reaction medium is stirred for two hours at 0° C., a sodium thiosulphate solution is then added, the mixture... Starting materials: OCCCCCCCCCCCCCCCCBr, CC(O)=S, CO, Cl, [Na], O. Yields the product OCCCCCCCCCCCCCCCCS. Reaction SMILES: [Br:6][CH2:7][CH2:8][CH2:9][CH2:10][CH2:11][CH2:12][CH2:13][CH2:14][CH2:15][CH2:16][CH2:17][CH2:18][CH2:19][CH2:20][CH2:21][CH2:22][OH:23].[C:2]([OH:3])(=[S:4])[CH3:5].[CH3:26][OH:27].[ClH:24].[Na:1].[OH2:25]>>[SH:4][CH2:7][CH2:8][CH2:9][CH2:10][CH2:11][CH2:12][CH2:13][CH2:14][CH2:15][CH2:16][CH2:17][CH2:18][CH2:19][CH2:20][CH2:21][CH2:22][OH:23].